From a dataset of the Open Reaction Database (ORD), a public repository of structured organic reaction records. describe an organic reaction: reactants, conditions, products, and yield Starting materials: C(C1=CC=CC=C1)OC(=O)N[C@@H](C)C(=O)N[C@@H]1C(N[C@H]1OC(C)=O)=O ((3S,4S)-3-(N-benzyloxycarbonyl-L-alanyl)amino-4-acetoxy-azetidin-2-one), BrCCO (2-bromoethanol), O (water). Reagents/catalysts: O.O.C(C)(=O)[O-].[Zn+2].C(C)(=O)[O-] (zinc acetate dihydrate). The solvent is C1=CC=CC=C1 (benzene), C1(=CC=CC=C1)C (toluene). Product: C(C1=CC=CC=C1)OC(=O)N[C@@H](C)C(=O)N[C@@H]1C(N[C@@H]1OCCBr)=O ((3S,4R)-3-(N-benzyloxycarbonyl-L-alanyl)amino-4-bromoethoxy-azetidin-2-one). The yield is 12.0%. As a reaction SMILES: [CH2:1]([O:8][C:9]([NH:11][C@H:12]([C:14]([NH:16][C@H:17]1[C@H:20]([O:21][C:22](=O)[CH3:23])[NH:19][C:18]1=[O:25])=[O:15])[CH3:13])=[O:10])[C:2]1[CH:7]=[CH:6][CH:5]=[CH:4][CH:3]=1.[Br:26]CCO.O>C1C=CC=CC=1.C1(C)C=CC=CC=1.O.O.C([O-])(=O)C.[Zn+2].C([O-])(=O)C>[CH2:1]([O:8][C:9]([NH:11][C@H:12]([C:14]([NH:16][C@H:17]1[C@@H:20]([O:21][CH2:22][CH2:23][Br:26])[NH:19][C:18]1=[O:25])=[O:15])[CH3:13])=[O:10])[C:2]1[CH:7]=[CH:6][CH:5]=[CH:4][CH:3]=1 |f:5.6.7.8.9|. Procedure details: A mixture of (3S,4S)-3-(N-benzyloxycarbonyl-L-alanyl)amino-4-acetoxy-azetidin-2-one (1.36 g, 3.894 mmole), 2-bromoethanol (440 mg, 3.5 mmole), and zinc acetate dihydrate (642 mg, 2.9 mmole) in a mixture of benzene (40 ml) and toluene (40 ml) was refluxed for 5 hrs using Dean-Stark water separator. After cooling, the reaction mixture was partitioned between ethyl acetate (200 ml), acetone (25 ml) and water (150 ml). The organic layer was washed with water, brine and dried over sodium sulfate. Aft... Starting materials: Cc1cc2cc(N)ccc2[nH]1, CC(C)(C)O, Cn1cncc1-c1cc2nccc(Cl)c2s1, CC(Cl)Cl. The product is Cc1cc2cc(Nc3ccnc4cc(-c5cncn5C)sc34)ccc2[nH]1. Reaction SMILES: [CH3:17][c:18]1[nH:19][c:20]2[cH:21][cH:22][c:23]([NH2:27])[cH:24][c:25]2[cH:26]1.[CH3:32][C:33]([OH:34])([CH3:35])[CH3:36].[Cl:1][c:2]1[c:3]2[c:4]([n:5][cH:6][cH:7]1)[cH:8][c:9](-[c:11]1[n:12]([CH3:16])[cH:13][n:14][cH:15]1)[s:10]2.[Cl:28][CH:29]([Cl:30])[CH3:31]>>[c:2]1([NH:27][c:23]2[cH:22][cH:21][c:20]3[nH:19][c:18]([CH3:17])[cH:26][c:25]3[cH:24]2)[c:3]2[c:4]([n:5][cH:6][cH:7]1)[cH:8][c:9](-[c:11]1[n:12]([CH3:16])[cH:13][n:14][cH:15]1)[s:10]2.